Dataset: the Open Reaction Database (ORD), a public repository of structured organic reaction records. Task: describe an organic reaction: reactants, conditions, products, and yield The reactants are BrC1=CC=C(C=N1)C#N (6-bromo-3-pyridinecarbonitrile), II (iodine), BrCC(=O)OC(C)(C)C (t-butyl bromoacetate). The reagents and catalysts are [Zn] (zinc), C=1C=CC(=CC1)[P](C=2C=CC=CC2)(C=3C=CC=CC3)[Pd]([P](C=4C=CC=CC4)(C=5C=CC=CC5)C=6C=CC=CC6)([P](C=7C=CC=CC7)(C=8C=CC=CC8)C=9C=CC=CC9)[P](C=1C=CC=CC1)(C=1C=CC=CC1)C=1C=CC=CC1 (tetrakis(triphenylphosphine)palladium). The solvent is C1CCOC1 (THF), C1CCOC1 (THF), [Cl-].[NH4+] (ammonium chloride). Run at temperature 110 celsius. The product is CC(C)(C)OC(CC1=NC=C(C=C1)C#N)=O (5-Cyano-2-pyridineacetic acid 1,1-dimethylethyl ester), solid. Isolated yield 43.0%. RXN SMILES: II.Br[CH2:4][C:5]([O:7][C:8]([CH3:11])([CH3:10])[CH3:9])=[O:6].Br[C:13]1[N:18]=[CH:17][C:16]([C:19]#[N:20])=[CH:15][CH:14]=1>C1COCC1.[Cl-].[NH4+].[Zn].C1C=CC([P]([Pd]([P](C2C=CC=CC=2)(C2C=CC=CC=2)C2C=CC=CC=2)([P](C2C=CC=CC=2)(C2C=CC=CC=2)C2C=CC=CC=2)[P](C2C=CC=CC=2)(C2C=CC=CC=2)C2C=CC=CC=2)(C2C=CC=CC=2)C2C=CC=CC=2)=CC=1>[CH3:9][C:8]([O:7][C:5](=[O:6])[CH2:4][C:13]1[CH:14]=[CH:15][C:16]([C:19]#[N:20])=[CH:17][N:18]=1)([CH3:11])[CH3:10] |f:4.5,^1:32,34,53,72|. Reported procedure: 0.715 g (10 mmol) of zinc, a few flakes of iodine and 0.845 ml (5.4 mmol) of t-butyl bromoacetate in 10 ml of THF are introduced into a microwave reactor. The mixture is heated by microwaves for 5 min at 110° C. and then filtered and added to a solution of 0.5 g (2.7 mmol) of 6-bromo-3-pyridinecarbonitrile in 15 ml of THF. 316 mg of tetrakis(triphenylphosphine)palladium are added and the reaction mixture is heated by microwaves at 120° C. for 5 min, with stirring, and then cooled, diluted with a...